This data is from the Open Reaction Database (ORD), a public repository of structured organic reaction records. The task is: describe an organic reaction: reactants, conditions, products, and yield Starting materials: S(=O)(=O)(N)N (sulfamide), NCC(C)(C)N (1,2-diamino-2-methylpropane). The solvent is N1=CC=CC=C1 (pyridine). The product is CC1(NS(NC1)(=O)=O)C (3,3-Dimethyl-1,2,5-thiadiazolidine-1,1-dioxide). The yield is 84.9%. As a reaction SMILES: [S:1]([NH2:5])([NH2:4])(=[O:3])=[O:2].N[CH2:7][C:8](N)([CH3:10])[CH3:9]>N1C=CC=CC=1>[CH3:7][C:8]1([CH3:10])[CH2:9][NH:5][S:1](=[O:3])(=[O:2])[NH:4]1. Procedure: To a refluxing solution of sulfamide (27.25 g, 283 mmol) in anhydrous pyridine (300 ml) was added dropwise 1,2-diamino-2-methylpropane (25 g, 283 mmol) over 2 hours. The resulting mixture was refluxed for further 16 hours under nitrogen before the solvent was removed under vacuum. The residue was triturated with hexane and the solid was collected by filtration and purified by flash chromatography (silica gel, dichloromethane-methanol 96:4) to give 36.1 g (85%) of the title compound as a white so...